From a dataset of the Open Reaction Database (ORD), a public repository of structured organic reaction records. describe an organic reaction: reactants, conditions, products, and yield The reactants are Clc1cc(Cl)cc(OCCBr)c1, O=C1NC(=O)c2ccccc21, ClC(Cl)Cl, [K], CN(C)C=O. Yields the product O=C1c2ccccc2C(=O)N1CCOc1cc(Cl)cc(Cl)c1. Reaction SMILES: [Br:1][CH2:2][CH2:3][O:4][c:5]1[cH:6][c:7]([Cl:12])[cH:8][c:9]([Cl:11])[cH:10]1.[C:13]1(=[O:23])[c:14]2[c:15]([cH:19][cH:20][cH:21][cH:22]2)[C:16](=[O:18])[NH:17]1.[CH:25]([Cl:26])([Cl:27])[Cl:28].[K:24].[O:29]=[CH:30][N:31]([CH3:32])[CH3:33]>>[CH2:2]([CH2:3][O:4][c:5]1[cH:6][c:7]([Cl:12])[cH:8][c:9]([Cl:11])[cH:10]1)[N:17]1[C:13](=[O:23])[c:14]2[c:15]([cH:19][cH:20][cH:21][cH:22]2)[C:16]1=[O:18]. The product is CC(C)(C)OC(=O)N1CCCC(CSc2nc(-c3ccccc3)cs2)C1. Reactants: O=C([O-])[O-], CC(C)(C)OC(=O)N1CCCC(CI)C1, CN(C)C=O, [K+], [K+], O, Sc1nc(-c2ccccc2)cs1. As a reaction SMILES: [C:13](=[O:14])([O-:15])[O-:16].[C:19]([CH3:20])([CH3:21])([CH3:22])[O:23][C:24](=[O:25])[N:26]1[CH2:27][CH:28]([CH2:32][I:33])[CH2:29][CH2:30][CH2:31]1.[CH3:35][N:36]([CH3:37])[CH:38]=[O:39].[K+:17].[K+:18].[OH2:34].[SH:1][c:2]1[s:3][cH:4][c:5](-[c:7]2[cH:8][cH:9][cH:10][cH:11][cH:12]2)[n:6]1>>[S:1]([c:2]1[s:3][cH:4][c:5](-[c:7]2[cH:8][cH:9][cH:10][cH:11][cH:12]2)[n:6]1)[CH2:32][CH:28]1[CH2:27][N:26]([C:24]([O:23][C:19]([CH3:20])([CH3:21])[CH3:22])=[O:25])[CH2:31][CH2:30][CH2:29]1. The reactants are COC1=C(OC)C(=O)C(Cc2ccc(OC(C)=O)c(C(=O)Nc3ccccc3[N+](=O)[O-])c2)=C(C)C1=O, CO, [Na+], O, O=C([O-])O. Product: COC1=C(OC)C(=O)C(Cc2ccc(O)c(C(=O)Nc3ccccc3[N+](=O)[O-])c2)=C(C)C1=O. RXN SMILES: [CH3:1][O:2][C:3]1=[C:8]([O:9][CH3:10])[C:7](=[O:11])[C:6]([CH2:12][c:13]2[cH:14][cH:15][c:16]([O:31][C:32](=[O:33])[CH3:34])[c:17]([C:18](=[O:19])[NH:20][c:21]3[c:22]([N+:27](=[O:28])[O-:29])[cH:23][cH:24][cH:25][cH:26]3)[cH:30]2)=[C:5]([CH3:35])[C:4]1=[O:36].[CH3:42][OH:43].[Na+:37].[OH2:44].[OH:38][C:39](=[O:40])[O-:41]>>[CH3:1][O:2][C:3]1=[C:8]([O:9][CH3:10])[C:7](=[O:11])[C:6]([CH2:12][c:13]2[cH:14][cH:15][c:16]([OH:31])[c:17]([C:18](=[O:19])[NH:20][c:21]3[c:22]([N+:27](=[O:28])[O-:29])[cH:23][cH:24][cH:25][cH:26]3)[cH:30]2)=[C:5]([CH3:35])[C:4]1=[O:36].